Dataset: the Open Reaction Database (ORD), a public repository of structured organic reaction records. Task: describe an organic reaction: reactants, conditions, products, and yield Reactants: C(CCC)C1=NC(=NN1CC1=CC=C(C=C1)C1=C(C=CC=C1)C1=NN=NN1)C(OC)OC (5-[4′-[[5-butyl-3-(dimethoxymethyl)-1H-1,2,4-triazol-1-yl]methyl][1,1′-biphenyl]-2-yl]-1H-tetrazole). Run in C(C)O (ethanol), Cl (HCl). Run at time 3 day. Yields the product C(CCC)C1=NC(=NN1CC1=CC=C(C=C1)C1=C(C=CC=C1)C1=NN=NN1)C=O (5-butyl-1-[2′-(1H-tetrazol-5-yl)[1,1′-biphenyl]-4-ylmethyl]-1H-1,2,4-triazole-3-carboxaldehyde). The yield is 81.0%. Reaction SMILES: [CH2:1]([C:5]1[N:9]([CH2:10][C:11]2[CH:16]=[CH:15][C:14]([C:17]3[CH:22]=[CH:21][CH:20]=[CH:19][C:18]=3[C:23]3[NH:27][N:26]=[N:25][N:24]=3)=[CH:13][CH:12]=2)[N:8]=[C:7]([CH:28](OC)[O:29]C)[N:6]=1)[CH2:2][CH2:3][CH3:4]>C(O)C.Cl>[CH2:1]([C:5]1[N:9]([CH2:10][C:11]2[CH:16]=[CH:15][C:14]([C:17]3[CH:22]=[CH:21][CH:20]=[CH:19][C:18]=3[C:23]3[NH:27][N:26]=[N:25][N:24]=3)=[CH:13][CH:12]=2)[N:8]=[C:7]([CH:28]=[O:29])[N:6]=1)[CH2:2][CH2:3][CH3:4]. Procedure: A 92 mg sample of 5-[4′-[[5-butyl-3-(dimethoxymethyl)-1H-1,2,4-triazol-1-yl]methyl][1,1′-biphenyl]-2-yl]-1H-tetrazole from Example 24 was dissolved in 20 ml of ethanol and 2 ml of 3N HCl. The reaction was stirred at ambient temperature for 3 days. The solvent was removed in vacuo. Lyophilization from acetonitrile/water gave 70 mg (81%) of 5-butyl-1-[2′-(1H-tetrazol-5-yl)[1,1′-biphenyl]-4-ylmethyl]-1H-1,2,4-triazole-3-carboxaldehyde as the colorless hydrochloride salt: NMR (CDCl3) δ 0.89 (t, J=8 ... Starting materials: CCO, O=C1COc2cc(N3CCCCC3)c(Cl)cc21, O=[Pt]. The product is Clc1cc2c(cc1N1CCCCC1)OCC2. Reaction SMILES: [CH3:18][CH2:19][OH:20].[Cl:1][c:2]1[c:3]([N:12]2[CH2:13][CH2:14][CH2:15][CH2:16][CH2:17]2)[cH:4][c:5]2[c:6]([cH:11]1)[C:7](=[O:10])[CH2:8][O:9]2.[Pt:21]=[O:22]>>[Cl:1][c:2]1[c:3]([N:12]2[CH2:13][CH2:14][CH2:15][CH2:16][CH2:17]2)[cH:4][c:5]2[c:6]([cH:11]1)[CH2:7][CH2:8][O:9]2. Reported procedure: (R)-1-carbomethoxymethyl-3-(5-chloroindole-2-carbonylamino)-3,4-dihydrocarbostyril (Example 7) (5.6 mg) was dissolved in a mixture of tetrahydrofuran (2 mL) and 2 M ammonia in methanol solution (2 mL). After stirring for 16 h at room temperature, the solvent was evaporated under vacuum and the residue was coevaporated with toluene (5 mL twice) under vacuum. Purification by reverse phase preparative HPLC provided the title compound (3.4 mg). HPLC/MS [M+H]+, 397; HPLC/MS [M+H—NH3]+, 380. Solvent: O1CCCC1 (tetrahydrofuran), CO (methanol). RXN SMILES: [C:1]([CH2:5][N:6]1[C:16]2[C:11](=[CH:12][CH:13]=[CH:14][CH:15]=2)[CH2:10][C@@H:9]([NH:17][C:18]([C:20]2[NH:21][C:22]3[C:27]([CH:28]=2)=[CH:26][C:25]([Cl:29])=[CH:24][CH:23]=3)=[O:19])[C:7]1=[O:8])([O:3]C)=O.[NH3:30]>O1CCCC1.CO>[NH2:30][C:1]([CH2:5][N:6]1[C:16]2[C:11](=[CH:12][CH:13]=[CH:14][CH:15]=2)[CH2:10][C@@H:9]([NH:17][C:18]([C:20]2[NH:21][C:22]3[C:27]([CH:28]=2)=[CH:26][C:25]([Cl:29])=[CH:24][CH:23]=3)=[O:19])[C:7]1=[O:8])=[O:3]. Run at time 16 hour. Starting materials: C(=O)(OC)CN1C(=O)[C@@H](CC2=CC=CC=C12)NC(=O)C=1NC2=CC=C(C=C2C1)Cl ((R)-1-carbomethoxymethyl-3-(5-chloroindole-2-carbonylamino)-3,4-dihydrocarbostyril), N (ammonia). Yields the product NC(=O)CN1C(=O)[C@@H](CC2=CC=CC=C12)NC(=O)C=1NC2=CC=C(C=C2C1)Cl ((R)-1-aminocarbonylmethyl-3-(5-chloroindole-2-carbonylamino)-3,4-dihydrocarbostyril). Starting materials: O (water), Cl.FC1(CNCC1)F (3,3-Difluoropyrrolidine hydrochloride), CCN(C(C)C)C(C)C (DIPEA), ClC1=NC=C(C(=O)NC2=CC=C(C=C2)OC(F)(F)Cl)C=C1C1=CC=NN1 (6-chloro-N-(4-(chlorodifluoromethoxy)phenyl)-5-(1H-pyrazol-5-yl)nicotinamide). Run in CC(C)O (iPrOH). Reaction conditions: temperature 140 celsius, time 3 hour. Product: ClC(OC1=CC=C(C=C1)NC(C1=CN=C(C(=C1)C1=CC=NN1)N1CC(CC1)(F)F)=O)(F)F (N-(4-(Chlorodifluoromethoxy)phenyl)-6-(3,3-difluoropyrrolidin-1-yl)-5-(1H-pyrazol-5-yl)nicotinamide). RXN SMILES: Cl.[F:2][C:3]1([F:8])[CH2:7][CH2:6][NH:5][CH2:4]1.CCN(C(C)C)C(C)C.Cl[C:19]1[C:38]([C:39]2[NH:43][N:42]=[CH:41][CH:40]=2)=[CH:37][C:22]([C:23]([NH:25][C:26]2[CH:31]=[CH:30][C:29]([O:32][C:33]([Cl:36])([F:35])[F:34])=[CH:28][CH:27]=2)=[O:24])=[CH:21][N:20]=1.O>CC(O)C>[Cl:36][C:33]([F:34])([F:35])[O:32][C:29]1[CH:28]=[CH:27][C:26]([NH:25][C:23](=[O:24])[C:22]2[CH:37]=[C:38]([C:39]3[NH:43][N:42]=[CH:41][CH:40]=3)[C:19]([N:5]3[CH2:6][CH2:7][C:3]([F:8])([F:2])[CH2:4]3)=[N:20][CH:21]=2)=[CH:31][CH:30]=1 |f:0.1|. Procedure: 3,3-Difluoropyrrolidine hydrochloride (69.8 mg, 0.486 mmol) and DIPEA (0.170 mL, 0.972 mmol) were added to 6-chloro-N-(4-(chlorodifluoromethoxy)phenyl)-5-(1H-pyrazol-5-yl)nicotinamide (Stage 48.1, 100 mg, 0.243 mmol) in iPrOH (0.5 mL) and stirred at 140° C. for 3 h. The RM was treated with water, and extracted with EtOAc. The combined extracts were dried over Na2SO4 and the solvent was evaporated off under reduced pressure to give the crude material which was purified by crystallization from DCM... Reactants: C(=O)NNC1=CC=C(C=C1)NC(=S)N(C)C (1-[4-(2-formylhydrazino)phenyl]-3,3-dimethylthiourea), C(C)(C)N(C(C)C)CC (N,N-diisopropylethylamine), C(C)(=O)NNC1=CC=C(C=C1)N (1-acetyl-2-(4-aminophenyl)hydrazine), CN(C(=S)Cl)C (dimethylthiocarbamoyl chloride). Yields the product C(C)(=O)NNC1=CC=C(C=C1)NC(=S)N(C)C (1-[4-(2-acetylhydrazino)phenyl]-3,3-dimethylthiourea). As a reaction SMILES: [CH:1]([NH:3][NH:4][C:5]1[CH:10]=[CH:9][C:8]([NH:11][C:12]([N:14]([CH3:16])[CH3:15])=[S:13])=[CH:7][CH:6]=1)=[O:2].[C:17](NNC1C=CC(N)=CC=1)(=O)C.CN(C)C(Cl)=S.C(N(CC)C(C)C)(C)C>>[C:1]([NH:3][NH:4][C:5]1[CH:6]=[CH:7][C:8]([NH:11][C:12]([N:14]([CH3:16])[CH3:15])=[S:13])=[CH:9][CH:10]=1)(=[O:2])[CH3:17]. Procedure: The procedure for the preparation of NA-1 in Example 1 was followed with 1-acetyl-2-(4-aminophenyl)hydrazine (0.82 g, 0.005 mole), dimethylthiocarbamoyl chloride (0.62 g, 0.005 mole) and N,N-diisopropylethylamine (0.65 g, 0.005 mole). Yield 0.30 g (24 percent), m.p. 187°-189° C. Starting materials: CCOC(=O)C1(NC(=O)c2cccnc2N2CCCCC2)Cc2ccccc2C1, C1COCCO1, CO, O. Product: O=C(NC1(C(=O)O)Cc2ccccc2C1)c1cccnc1N1CCCCC1. As a reaction SMILES: [CH2:1]([CH3:2])[O:3][C:4](=[O:5])[C:6]1([NH:15][C:16](=[O:17])[c:18]2[c:19]([N:24]3[CH2:25][CH2:26][CH2:27][CH2:28][CH2:29]3)[n:20][cH:21][cH:22][cH:23]2)[CH2:7][c:8]2[cH:9][cH:10][cH:11][cH:12][c:13]2[CH2:14]1.[CH2:30]1[O:31][CH2:32][CH2:33][O:34][CH2:35]1.[CH3:36][OH:37].[OH2:38]>>[O:3]=[C:4]([OH:5])[C:6]1([NH:15][C:16](=[O:17])[c:18]2[c:19]([N:24]3[CH2:25][CH2:26][CH2:27][CH2:28][CH2:29]3)[n:20][cH:21][cH:22][cH:23]2)[CH2:7][c:8]2[cH:9][cH:10][cH:11][cH:12][c:13]2[CH2:14]1. Reactants: COC=1C=CC2=C(N(CCO2)CC#N)C1 (2-(6-Methoxy-2,3-dihydro-4H-1,4-benzoxazin-4-yl)acetonitrile), C(C)(=O)[O-].[Na+] (sodium acetate). The reagents and catalysts are [Ni] (Raney nickel). The solvent is C(C)(=O)OC(C)=O (acetic anhydride), O (water). Reaction conditions: time 12 hour. The product is COC=1C=CC2=C(N(CCO2)CCNC(C)=O)C1 (N-[2-(6-Methoxy-2,3-dihydro-4H-1,4-benzoxazin-4-yl)ethyl]acetamide). Reaction SMILES: [CH3:1][O:2][C:3]1[CH:4]=[CH:5][C:6]2[O:11][CH2:10][CH2:9][N:8]([CH2:12][C:13]#[N:14])[C:7]=2[CH:15]=1.[C:16]([O-])(=[O:18])[CH3:17].[Na+]>C(OC(=O)C)(=O)C.[Ni].O>[CH3:1][O:2][C:3]1[CH:4]=[CH:5][C:6]2[O:11][CH2:10][CH2:9][N:8]([CH2:12][CH2:13][NH:14][C:16](=[O:18])[CH3:17])[C:7]=2[CH:15]=1 |f:1.2|. Procedure details: The compound obtained in Step E (590 mg; 2.88 mmol) is dissolved in a Parr reactor with acetic anhydride. Raney nickel (10% by weight, 60 mg) and sodium acetate (1.5 eq.; 4.33 mmol; 355 mg) are then added. The mixture is left for 12 hours at 50° C. under a hydrogen pressure of 40 psi. After returning to ambient temperature, the solution is filtered over Celite and the filtrate is evaporated. The residue obtained is taken up in water and then extracted three times with ethyl acetate. The organic ...